From a dataset of the Open Reaction Database (ORD), a public repository of structured organic reaction records. describe an organic reaction: reactants, conditions, products, and yield Starting materials: C(=O)(OCC1=CC=CC=C1)NCCC[C@@H](NC(C(C1=CC=CC=C1)C1=CC=CC=C1)=O)C(=O)N[C@@H](CO)C1=CC=CC=C1 ((R)-N5 -(Cbz)-N2 -(Diphenylacetyl)-(R)-N-(2-hydroxy-1-phenylethyl)-ornithine amide), Cl (HCl). The reagents and catalysts are [Pd] (Pd/C). The solvent is CO (MeOH). Yields the product Cl.C1(=CC=CC=C1)C(C(=O)N[C@H](CCCN)C(=O)N[C@@H](CO)C1=CC=CC=C1)C1=CC=CC=C1 ((R)-N2 -(Diphenylacetyl)-(R)-N-(2-hydroxy-1-phenylethyl)ornithine amide hydrochloride). RXN SMILES: C([NH:11][CH2:12][CH2:13][CH2:14][C@H:15]([C:32]([NH:34][C@H:35]([C:38]1[CH:43]=[CH:42][CH:41]=[CH:40][CH:39]=1)[CH2:36][OH:37])=[O:33])[NH:16][C:17](=[O:31])[CH:18]([C:25]1[CH:30]=[CH:29][CH:28]=[CH:27][CH:26]=1)[C:19]1[CH:24]=[CH:23][CH:22]=[CH:21][CH:20]=1)(OCC1C=CC=CC=1)=O.[ClH:44]>[Pd].CO>[ClH:44].[C:25]1([CH:18]([C:19]2[CH:24]=[CH:23][CH:22]=[CH:21][CH:20]=2)[C:17]([NH:16][C@@H:15]([C:32]([NH:34][C@H:35]([C:38]2[CH:39]=[CH:40][CH:41]=[CH:42][CH:43]=2)[CH2:36][OH:37])=[O:33])[CH2:14][CH2:13][CH2:12][NH2:11])=[O:31])[CH:26]=[CH:27][CH:28]=[CH:29][CH:30]=1 |f:4.5|. Procedure: Prepared according to the method described in Example 1(e) above from a batch of (R)-N5 -(Cbz)-N2 -(diphenylacetyl)-(R)-N-(2-hydroxy-1-phenyl-ethyl)ornithine amide (2.5 g; from step (c) above), 10% Pd/C (200 mg), 100 mL of MeOH and 1.0 mL of concentrated HCl, yielding 1.8 g of the sub-title compound as a white foam. Starting materials: ClCCl, CCCCC(Cc1ccc(F)c(C)c1)C(=O)NOC1CCCCO1, O=C(O)C(F)(F)F. Yields the product CCCCC(Cc1ccc(F)c(C)c1)C(=O)NO. Reaction SMILES: [Cl:32][CH2:33][Cl:34].[O:1]1[CH2:2][CH2:3][CH2:4][CH2:5][CH:6]1[O:7][NH:8][C:9]([CH:10]([CH2:11][CH2:12][CH2:13][CH3:14])[CH2:15][c:16]1[cH:17][c:18]([CH3:23])[c:19]([F:22])[cH:20][cH:21]1)=[O:24].[OH:25][C:26]([C:27]([F:28])([F:29])[F:30])=[O:31]>>[OH:7][NH:8][C:9]([CH:10]([CH2:11][CH2:12][CH2:13][CH3:14])[CH2:15][c:16]1[cH:17][c:18]([CH3:23])[c:19]([F:22])[cH:20][cH:21]1)=[O:24]. Starting materials: Cl (hydrochloric acid), aqueous solution, [OH-].[Na+] (sodium hydroxide), COC1=C(C=CC=C1)C(CN1C=NC=C1)S(=O)(=O)C1=CC=C(C(=O)OC)C=C1 (Methyl 4-[1-(2-methoxyphenyl)-2-(imidazol-1-yl)ethylsulfonyl]benzoate). The solvent is CO (methanol). Run at time 1.5 hour. The product is COC1=C(C=CC=C1)C(CN1C=NC=C1)S(=O)(=O)C1=CC=C(C(=O)O)C=C1 (4-[1-(2-Methoxyphenyl)-2-(imidazol-1-yl)ethylsulfonyl]benzoic acid). Yield: 85.3%. Reaction SMILES: [OH-].[Na+].[CH3:3][O:4][C:5]1[CH:10]=[CH:9][CH:8]=[CH:7][C:6]=1[CH:11]([S:18]([C:21]1[CH:30]=[CH:29][C:24]([C:25]([O:27]C)=[O:26])=[CH:23][CH:22]=1)(=[O:20])=[O:19])[CH2:12][N:13]1[CH:17]=[CH:16][N:15]=[CH:14]1.Cl>CO>[CH3:3][O:4][C:5]1[CH:10]=[CH:9][CH:8]=[CH:7][C:6]=1[CH:11]([S:18]([C:21]1[CH:22]=[CH:23][C:24]([C:25]([OH:27])=[O:26])=[CH:29][CH:30]=1)(=[O:19])=[O:20])[CH2:12][N:13]1[CH:17]=[CH:16][N:15]=[CH:14]1 |f:0.1|. Procedure details: 1.30 ml of a 1N aqueous solution of sodium hydroxide was added to 260 mg of methyl 4-[1-(2-methoxyphenyl)-2-(imidazol-1-yl)ethylsulfonyl]benzoate (prepared as described in Example 41) in 4 ml of methanol, and the resulting mixture was stirred at room temperature for 1.5 hours. At the end of this time, the resulting mixture was neutralized with 1.30 ml of 1N aqueous hydrochloric acid, and the reaction mixture was treated and purified by the same method as described in Example 34, to give 214 mg o...